This data is from the Open Reaction Database (ORD), a public repository of structured organic reaction records. The task is: describe an organic reaction: reactants, conditions, products, and yield Reactants: C(C(C)(C)C)(=O)OC[C@@H](OC(C)(C)C)C1=C(C=C(C=C1C)N)Br ((S)-2-(4-amino-2-bromo-6-methylphenyl)-2-tert-butoxyethyl pivalate), C(#N)[S-].[K+] (KSCN), BrBr (Br2). Solvent: CC(=O)O.C1CCOC1 (HOAc THF). Conditions: temperature 0 celsius, time 0.5 hour. The product is C(C(C)(C)C)(=O)OC[C@@H](OC(C)(C)C)C1=C(C2=C(N=C(S2)N)C=C1C)Br ((S)-2-(2-amino-7-bromo-5-methylbenzo[d]thiazol-6-yl)-2-tert-butoxyethyl pivalate). RXN SMILES: [C:1]([O:7][CH2:8][C@H:9]([C:15]1[C:20]([CH3:21])=[CH:19][C:18]([NH2:22])=[CH:17][C:16]=1[Br:23])[O:10][C:11]([CH3:14])([CH3:13])[CH3:12])(=[O:6])[C:2]([CH3:5])([CH3:4])[CH3:3].[C:24]([S-:26])#[N:25].[K+].BrBr>CC(O)=O.C1COCC1>[C:1]([O:7][CH2:8][C@H:9]([C:15]1[C:20]([CH3:21])=[CH:19][C:18]2[N:22]=[C:24]([NH2:25])[S:26][C:17]=2[C:16]=1[Br:23])[O:10][C:11]([CH3:12])([CH3:13])[CH3:14])(=[O:6])[C:2]([CH3:3])([CH3:4])[CH3:5] |f:1.2,4.5|. Reported procedure: To a solution of S)-2-(2-bromo-6-methyl-4-nitrophenyl)-2-tert-butoxyethyl pivalate (9 g, 21.63 mmol) in EtOH (50 ml) and EtOAc (50 ml) was added Pt/C (1.5 g), attached with a balloon of H2. More Pt/C (500 mg) was added after 3 h. Then the reaction mixture was stirred at rt for another 2 h. The reaction mixture was filtered over celite, concentrated down to give product (S)-2-(4-amino-2-bromo-6-methylphenyl)-2-tert-butoxyethyl pivalate (65G) and went to next step without purification. To a soluti... The reactants are ClC1=NC(=NC2=CC=CC=C12)C(C1=NC=C(C=C1)F)(F)F (4-chloro-2-(difluoro(5-fluoropyridin-2-yl)methyl)quinazoline), Pd2(dibenzylideneacetone)3, C1(=CC=CC=C1)P(C1=CC=CC=2C(C3=CC=CC(=C3OC12)P(C1=CC=CC=C1)C1=CC=CC=C1)(C)C)C1=CC=CC=C1 (4,5-Bis(diphenylphosphino)-9,9-dimethylxanthene), N1N=C(N=C1)N (1,2,4-triazol-3-amine), C(=O)([O-])[O-].[Na+].[Na+] (Na2CO3). Solvent: C1(=CC=CC=C1)C (toluene). Conditions: temperature 110 celsius, time 2 hour. Product: FC(C1=NC2=CC=CC=C2C(=N1)NC1=NNC=N1)(C1=NC=C(C=C1)F)F (2-(difluoro(5-fluoropyridin-2-yl)methyl)-N-(1H-1,2,4-triazol-3-yl)quinazolin-4-amine). The yield is 14.0%. RXN SMILES: Cl[C:2]1[C:11]2[C:6](=[CH:7][CH:8]=[CH:9][CH:10]=2)[N:5]=[C:4]([C:12]([F:21])([F:20])[C:13]2[CH:18]=[CH:17][C:16]([F:19])=[CH:15][N:14]=2)[N:3]=1.C1(P(C2C=CC=CC=2)C2C3OC4C(=CC=CC=4P(C4C=CC=CC=4)C4C=CC=CC=4)C(C)(C)C=3C=CC=2)C=CC=CC=1.[NH:64]1[CH:68]=[N:67][C:66]([NH2:69])=[N:65]1.C([O-])([O-])=O.[Na+].[Na+]>C1(C)C=CC=CC=1>[F:20][C:12]([F:21])([C:13]1[CH:18]=[CH:17][C:16]([F:19])=[CH:15][N:14]=1)[C:4]1[N:3]=[C:2]([NH:69][C:66]2[N:67]=[CH:68][NH:64][N:65]=2)[C:11]2[C:6](=[CH:7][CH:8]=[CH:9][CH:10]=2)[N:5]=1 |f:3.4.5|. Procedure details: To a mixture of 4-chloro-2-(difluoro(5-fluoropyridin-2-yl)methyl)quinazoline from Example 4 Step A (100 mg, 0.32 mmol), Pd2(dibenzylideneacetone)3 (12 mg, 0.013 mmol), 4,5-Bis(diphenylphosphino)-9,9-dimethylxanthene (23 mg, 0.04 mmol), SEM protected 1,2,4-triazol-3-amine (97 mg, 0.45 mmol), and Na2CO3 (48 mg, 0.45 mmol) was added toluene (3 mL), and the mixture was evacuated and flushed with argon three times. The mixture was heated at 110° C. for 2 h, and then diluted with DCM and filtered. To ... The reactants are ClCCCO (1-chloro-3-propanol), ClCC1=C(C=C(C(=C1)F)F)OC (1-chloromethyl-4,5-difluoro-2-methoxy-benzene). The product is ClCCCOCC1=C(C=C(C(=C1)F)F)OC (1-(3-chloro-propoxymethyl)-4,5-difluoro-2-methoxy-benzene). Reaction SMILES: [Cl:1][CH2:2][CH2:3][CH2:4][OH:5].Cl[CH2:7][C:8]1[CH:13]=[C:12]([F:14])[C:11]([F:15])=[CH:10][C:9]=1[O:16][CH3:17]>>[Cl:1][CH2:2][CH2:3][CH2:4][O:5][CH2:7][C:8]1[CH:13]=[C:12]([F:14])[C:11]([F:15])=[CH:10][C:9]=1[O:16][CH3:17]. Reported procedure: In an analogous manner to that described in (δ) 1-chloromethyl-4,5-difluoro-2-methoxy-benzene was reacted with 1-chloro-3-propanol to yield 1-(3-chloro-propoxymethyl)-4,5-difluoro-2-methoxy-benzene as a colorless liquid; MS: 250 (M)+. Starting materials: C(C)C1=C(C(=CC(=C1)C)CC)C(C(=O)NN=CC1=CC=CC=C1)=O (1-[2-(2,6-diethyl-4-methylphenyl)-2-oxoacetyl]-2-(phenylmethylidene)hydrazine), C([O-])([O-])=O.[K+].[K+] (potassium carbonate), O (water), S(=O)(=O)(OC)OC (dimethyl sulfate). The reagents and catalysts are CN(N)C (N,N-dimethylhydrazine). Solvent: C1(=CC=CC=C1)C (toluene), C1(=CC=CC=C1)C (toluene). Conditions: temperature 5 celsius, time 24 hour. Yields the product C(C)C1=C(C(=CC(=C1)C)CC)C(C(=O)N(N=CC1=CC=CC=C1)C)=O (1-[2-(2,6-diethyl-4-methylphenyl)-2-oxoacetyl]-1-methyl-2-(phenylmethylidene)hydrazine). Isolated yield 99.4%. Reaction SMILES: [CH2:1]([C:3]1[CH:8]=[C:7]([CH3:9])[CH:6]=[C:5]([CH2:10][CH3:11])[C:4]=1[C:12](=[O:24])[C:13]([NH:15][N:16]=[CH:17][C:18]1[CH:23]=[CH:22][CH:21]=[CH:20][CH:19]=1)=[O:14])[CH3:2].[C:25](=O)([O-])[O-].[K+].[K+].S(OC)(OC)(=O)=O.O>C1(C)C=CC=CC=1.CN(C)N>[CH2:1]([C:3]1[CH:8]=[C:7]([CH3:9])[CH:6]=[C:5]([CH2:10][CH3:11])[C:4]=1[C:12](=[O:24])[C:13]([N:15]([CH3:25])[N:16]=[CH:17][C:18]1[CH:19]=[CH:20][CH:21]=[CH:22][CH:23]=1)=[O:14])[CH3:2] |f:1.2.3|. Procedure: To a 50 mL volume three-necked flask, 1.0 g of 1-[2-(2,6-diethyl-4-methylphenyl)-2-oxoacetyl]-2-(phenylmethylidene)hydrazine ((40-a)-(14)-6), 3.5 ml of toluene and 629 mg of potassium carbonate were added and then, 9.1 mg of N,N-dimethylhydrazine solved in 2.3 ml of toluene and 577 mg of dimethyl sulfate were added thereto at 5° C. The mixture was stirred at 5° C. for 24 hours, 3 g of water was added thereto and the organic layer was removed. The aqueous layer was extracted with 3.5 ml of toluen... Starting materials: BrC1=C(C=2C3=C(NC2C(=C1)C)CC1CCC3N1)C(=O)OC(C)(C)C (tert-butyl 2-bromo-4-methyl-5,6,7,8,9,10-hexahydro-7,10-epiminocyclohepta[b]indole-carboxylate), [H-].[Na+] (sodium hydride), IC (iodomethane). Run in C(C)(=O)OCC (ethyl acetate), CN(C)C=O (DMF). Conditions: time 90 minute. Product: BrC1=C(C=2C3=C(N(C2C(=C1)C)C)CC1CCC3N1)C(=O)OC(C)(C)C (tert-butyl 2-bromo-4,5-dimethyl-5,6,7,8,9,10-hexahydro-7,10-epiminocyclohepta[b]indole-carboxylate). The yield is 79.9%. As a reaction SMILES: [Br:1][C:2]1[CH:10]=[C:9]([CH3:11])[C:8]2[NH:7][C:6]3[CH2:12][CH:13]4[NH:17][CH:16]([C:5]=3[C:4]=2[C:3]=1[C:18]([O:20][C:21]([CH3:24])([CH3:23])[CH3:22])=[O:19])[CH2:15][CH2:14]4.[H-].[Na+].I[CH3:28]>CN(C=O)C.C(OCC)(=O)C>[Br:1][C:2]1[CH:10]=[C:9]([CH3:11])[C:8]2[N:7]([CH3:28])[C:6]3[CH2:12][CH:13]4[NH:17][CH:16]([C:5]=3[C:4]=2[C:3]=1[C:18]([O:20][C:21]([CH3:24])([CH3:23])[CH3:22])=[O:19])[CH2:15][CH2:14]4 |f:1.2|. Procedure details: To a solution of the product of step B (410 mg, 1.05 mmol) in DMF (3.5 ml) at 0° C., under nitrogen was added sodium hydride (60% dispersion in mineral oil, 51 mg, 2.09 mmol). The mixture was stirred for 45 min at 0-5° C. before iodomethane (0.13 mL, 2.09 mmol) was added. The mixture was stirred for a further 90 min then quenched with ice water. The mixture was diluted with ethyl acetate, washed with water, brine and dried over anhydrous sodium sulfate. Concentration in vacuo afforded a viscous ...